The task is: describe an organic reaction: reactants, conditions, products, and yield. This data is from the Open Reaction Database (ORD), a public repository of structured organic reaction records. Reactants: BrC1=CC=C(C=C1)[N+](=O)[O-] (1-bromo-4-nitrobenzene), C(C)N1CCNCC1 (1-ethylpiperazine). Run in O (H2O), C(Cl)Cl.CO (DCM MeOH). Run at temperature 80 celsius. Yields the product C(C)N1CCN(CC1)C1=CC=C(C=C1)[N+](=O)[O-] (1-Ethyl-4-(4-nitro-phenyl)-piperazine). Yield: 88.7%. Reaction SMILES: Br[C:2]1[CH:7]=[CH:6][C:5]([N+:8]([O-:10])=[O:9])=[CH:4][CH:3]=1.[CH2:11]([N:13]1[CH2:18][CH2:17][NH:16][CH2:15][CH2:14]1)[CH3:12]>O.C(Cl)Cl.CO>[CH2:11]([N:13]1[CH2:18][CH2:17][N:16]([C:2]2[CH:7]=[CH:6][C:5]([N+:8]([O-:10])=[O:9])=[CH:4][CH:3]=2)[CH2:15][CH2:14]1)[CH3:12] |f:3.4|. Procedure: A mixture of 1-bromo-4-nitrobenzene (6 g, 29.7 mmol) and 1-ethylpiperazine (7.6 mL, 59.4 mmol, 2 equiv) was heated to 80° C. for 15 h. After cooling to rt, the reaction mixture was diluted with H2O and DCM/MeOH (9:1, v/v). The aqueous layer was separated and extracted with DCM/MeOH, 9:1. The organic phase was washed with brine, dried (sodium sulfate), filtered and concentrated. Purification of the residue by silica gel column chromatography (DCM/MeOH+1% NH3aq, 9:1) afforded 6.2 g of the title co... Starting materials: CC(C)(C)c1cccc(C=O)c1O, COc1ccc(CCl)cc1, CC#N, CCOC(C)=O, [K+], [K+], O=C([O-])[O-]. Product: COc1ccc(COc2c(C=O)cccc2C(C)(C)C)cc1. As a reaction SMILES: [C:1]([CH3:2])([CH3:3])([CH3:4])[c:5]1[c:6]([OH:13])[c:7]([CH:8]=[O:9])[cH:10][cH:11][cH:12]1.[CH3:14][O:15][c:16]1[cH:17][cH:18][c:19]([CH2:20][Cl:21])[cH:22][cH:23]1.[CH3:30][C:31]#[N:32].[CH3:33][CH2:34][O:35][C:36]([CH3:37])=[O:38].[K+:24].[K+:25].[O-:26][C:27]([O-:28])=[O:29]>>[C:1]([CH3:2])([CH3:3])([CH3:4])[c:5]1[c:6]([O:13][CH2:20][c:19]2[cH:18][cH:17][c:16]([O:15][CH3:14])[cH:23][cH:22]2)[c:7]([CH:8]=[O:9])[cH:10][cH:11][cH:12]1. Reactants: N[C@H](C(=O)NCCCC[C@@H](CO)N(CC(C)C)S(=O)(=O)C1=CC(=C(C=C1)F)N)CC1=CC2=CC=CC=C2C=C1 ((2S,5S)-2-Amino-N-{5-[(3-amino-4-fluoro-benzenesulfonyl)-isobutyl-amino]-6-hydroxy-hexyl}-3-naphthalen-2-yl-propionamide), N1(CCCC1)C(=O)Cl (1-pyrrolidinecarbonyl chloride). The product is NC=1C=C(C=CC1F)S(=O)(=O)N([C@@H](CCCCNC(=O)[C@H](CC1=CC2=CC=CC=C2C=C1)NC(=O)N1CCCC1)CO)CC(C)C ((1S,5S)Pyrrolidine-1-carboxylic Acid (1-{5-[(3-Amino-4-fluoro-benzenesulfonyl)-isobutyl-amino]-6-hydroxy-hexylcarbamoyl}-2-naphthalen-2-yl-ethyl)-amide). As a reaction SMILES: [NH2:1][C@@H:2]([CH2:29][C:30]1[CH:39]=[CH:38][C:37]2[C:32](=[CH:33][CH:34]=[CH:35][CH:36]=2)[CH:31]=1)[C:3]([NH:5][CH2:6][CH2:7][CH2:8][CH2:9][C@H:10]([N:13]([S:18]([C:21]1[CH:26]=[CH:25][C:24]([F:27])=[C:23]([NH2:28])[CH:22]=1)(=[O:20])=[O:19])[CH2:14][CH:15]([CH3:17])[CH3:16])[CH2:11][OH:12])=[O:4].[N:40]1([C:45](Cl)=[O:46])[CH2:44][CH2:43][CH2:42][CH2:41]1>>[NH2:28][C:23]1[CH:22]=[C:21]([S:18]([N:13]([CH2:14][CH:15]([CH3:16])[CH3:17])[C@H:10]([CH2:11][OH:12])[CH2:9][CH2:8][CH2:7][CH2:6][NH:5][C:3]([C@@H:2]([NH:1][C:45]([N:40]2[CH2:44][CH2:43][CH2:42][CH2:41]2)=[O:46])[CH2:29][C:30]2[CH:39]=[CH:38][C:37]3[C:32](=[CH:33][CH:34]=[CH:35][CH:36]=3)[CH:31]=2)=[O:4])(=[O:19])=[O:20])[CH:26]=[CH:25][C:24]=1[F:27]. Procedure details: The title compound was prepared from (2S,5S)-2-amino-N-{5-[(3-amino-4-fluoro-benzenesulfonyl)-isobutyl-amino]-6-hydroxy-hexyl}-3-naphthalen-2-yl-propionamide (example 81) as described in general procedure D using 1-pyrrolidinecarbonyl chloride. The final product was obtained in 57% yield. Starting materials: CS(=O)(=O)O, O=C(O)c1ccccc1-c1ccc(F)cc1Cl, O. Product: O=C1c2ccccc2-c2c(Cl)cc(F)cc21. As a reaction SMILES: [CH3:1][S:2](=[O:3])(=[O:4])[OH:5].[Cl:6][c:7]1[c:8](-[c:14]2[c:15]([C:20](=[O:21])[OH:22])[cH:16][cH:17][cH:18][cH:19]2)[cH:9][cH:10][c:11]([F:13])[cH:12]1.[OH2:23]>>[Cl:6][c:7]1[c:8]2[c:9]([cH:10][c:11]([F:13])[cH:12]1)[C:20](=[O:22])[c:15]1[c:14]-2[cH:19][cH:18][cH:17][cH:16]1. Starting materials: BrC1=CC(=C(CN2C(C3(CC2)CCCCC3)=O)C(=C1)Cl)Cl (2-(4-bromo-2,6-dichloro-benzyl)-2-aza-spiro[4.5]decan-1-one), FC1=CC=C(C=C1)B(O)O (4-fluorophenylboronic acid). Reagents/catalysts: C=1C=CC(=CC1)[P](C=2C=CC=CC2)(C=3C=CC=CC3)[Pd]([P](C=4C=CC=CC4)(C=5C=CC=CC5)C=6C=CC=CC6)([P](C=7C=CC=CC7)(C=8C=CC=CC8)C=9C=CC=CC9)[P](C=1C=CC=CC1)(C=1C=CC=CC1)C=1C=CC=CC1 (Pd(PPh3)4). The solvent is C1(=CC=CC=C1)C (toluene), C([O-])([O-])=O.[Na+].[Na+] (sodium carbonate), C(C)(=O)OCC (ethyl acetate). Conditions: temperature 90 celsius. The product is ClC=1C=C(C=C(C1CN1C(C2(CC1)CCCCC2)=O)Cl)C2=CC=C(C=C2)F (2-(3,5-Dichloro-4′-fluoro-biphenyl-4-ylmethyl)-2-aza-spiro[4.5]decan-1-one). Isolated yield 102.7%. RXN SMILES: Br[C:2]1[CH:19]=[C:18]([Cl:20])[C:5]([CH2:6][N:7]2[CH2:11][CH2:10][C:9]3([CH2:16][CH2:15][CH2:14][CH2:13][CH2:12]3)[C:8]2=[O:17])=[C:4]([Cl:21])[CH:3]=1.[F:22][C:23]1[CH:28]=[CH:27][C:26](B(O)O)=[CH:25][CH:24]=1>C1(C)C=CC=CC=1.C(=O)([O-])[O-].[Na+].[Na+].C(OCC)(=O)C.C1C=CC([P]([Pd]([P](C2C=CC=CC=2)(C2C=CC=CC=2)C2C=CC=CC=2)([P](C2C=CC=CC=2)(C2C=CC=CC=2)C2C=CC=CC=2)[P](C2C=CC=CC=2)(C2C=CC=CC=2)C2C=CC=CC=2)(C2C=CC=CC=2)C2C=CC=CC=2)=CC=1>[Cl:21][C:4]1[CH:3]=[C:2]([C:26]2[CH:27]=[CH:28][C:23]([F:22])=[CH:24][CH:25]=2)[CH:19]=[C:18]([Cl:20])[C:5]=1[CH2:6][N:7]1[CH2:11][CH2:10][C:9]2([CH2:16][CH2:15][CH2:14][CH2:13][CH2:12]2)[C:8]1=[O:17] |f:3.4.5,^1:54,56,75,94|. Procedure: Purged with N2 a mixture of 2-(4-bromo-2,6-dichloro-benzyl)-2-aza-spiro[4.5]decan-1-one (0.091 g, 0.23 mmol) and 4-fluorophenylboronic acid (0.097 g, 0.69 mmol) in toluene (6 mL) and 2M sodium carbonate (0.8 mL). Treat the reaction with Pd(PPh3)4 (0.013 g, 0.011 mmol) and heat to 90° C. for 2 hours under N2. Cool the reaction and dilute with ethyl acetate, and then wash with 1N HCl and water. Dry the organic layer with Na2SO4 and remove the solvent in vacuo to afford crude product. Purify with a... Starting materials: Cl (hydrogen chloride), [N+](=O)([O-])C1=CC=C(C=C1)SC=1N(C=CN1)CC1=CC=CC=C1 (2-[(4-Nitrophenyl)thio]-1-(phenylmethyl)-1H-imidazole), product. Solvent: C(C)O (ethyl alcohol), ClCCl (dichloromethane), C(C)O (ethyl alcohol). The product is Cl.[N+](=O)([O-])C1=CC=C(C=C1)SC=1N(C=CN1)CC1=CC=CC=C1 (2-[(4-Nitrophenyl)thio]-1-(phenylmethyl)-1H-imidazole hydrochloride). As a reaction SMILES: [N+:1]([C:4]1[CH:9]=[CH:8][C:7]([S:10][C:11]2[N:12]([CH2:16][C:17]3[CH:22]=[CH:21][CH:20]=[CH:19][CH:18]=3)[CH:13]=[CH:14][N:15]=2)=[CH:6][CH:5]=1)([O-:3])=[O:2].[ClH:23]>ClCCl.C(O)C>[ClH:23].[N+:1]([C:4]1[CH:9]=[CH:8][C:7]([S:10][C:11]2[N:12]([CH2:16][C:17]3[CH:18]=[CH:19][CH:20]=[CH:21][CH:22]=3)[CH:13]=[CH:14][N:15]=2)=[CH:6][CH:5]=1)([O-:3])=[O:2] |f:4.5|. Procedure: The product from Example 28 was dissolved in mixture of dichloromethane and ethyl alcohol and treated with excess hydrogen chloride in ethyl alcohol. The solvents were removed in vacuo and the residue triturated with ether and filtered. The solid was recrystallized from methanol/ether to give the product as colorless prisms, mp 240°-245° C. (sealed tube). Reactants: C1(=CC=CC=C1)OC(NC1=CC=C(C=C1)C1=NC(=NC(=C1)C1=C(C=CC(=C1)F)S(=O)(=O)C)N1[C@H](COCC1)C)=O ((S)-phenyl(4-(6-(5-fluoro-2-(methylsulfonyl)phenyl)-2-(3-methylmorpholino)pyrimidin-4-yl)phenyl)carbamate), N[C@H](CO)C ((S)-2-aminopropan-1-ol). Product: FC=1C=CC(=C(C1)C1=CC(=NC(=N1)N1[C@H](COCC1)C)C1=CC=C(C=C1)NC(=O)N[C@H](CO)C)S(=O)(=O)C (1-(4-(6-(5-fluoro-2-(methylsulfonyl)phenyl)-2-((S)-3-methylmorpholino)pyrimidin-4-yl)phenyl)-3-((S)-1-hydroxypropan-2-yl)urea). As a reaction SMILES: C1(O[C:8](=[O:40])[NH:9][C:10]2[CH:15]=[CH:14][C:13]([C:16]3[CH:21]=[C:20]([C:22]4[CH:27]=[C:26]([F:28])[CH:25]=[CH:24][C:23]=4[S:29]([CH3:32])(=[O:31])=[O:30])[N:19]=[C:18]([N:33]4[CH2:38][CH2:37][O:36][CH2:35][C@@H:34]4[CH3:39])[N:17]=3)=[CH:12][CH:11]=2)C=CC=CC=1.[NH2:41][C@@H:42]([CH3:45])[CH2:43][OH:44]>>[F:28][C:26]1[CH:25]=[CH:24][C:23]([S:29]([CH3:32])(=[O:31])=[O:30])=[C:22]([C:20]2[N:19]=[C:18]([N:33]3[CH2:38][CH2:37][O:36][CH2:35][C@@H:34]3[CH3:39])[N:17]=[C:16]([C:13]3[CH:12]=[CH:11][C:10]([NH:9][C:8]([NH:41][C@@H:42]([CH3:45])[CH2:43][OH:44])=[O:40])=[CH:15][CH:14]=3)[CH:21]=2)[CH:27]=1. Procedure: Method as described for example 58 using intermediate 32 (100 mg, 0.18 mmol) and (S)-2-aminopropan-1-ol (20 mg, 0.267 mmol). The reaction mixture was purified by prep HPLC at low pH to afford the title compound. (51 mg, 53%) The reactants are BrC1=C(C=CC=C1)C1OCCO1 (2-(2-bromophenyl)-1,3-dioxolane), C(C)(C)(C)[Li] (tert-butyl lithium), [Li]C1=C(C=CC=C1)C1OCCO1 (2-(2-lithiophenyl)-1,3-dioxolane), S1C2=C(C=C1)CCC2=O (4,5-dihydro-6H-cyclopenta[b]thiophen-6-one), halogen-methyl. The product is S1C2=C(C=C1)CC=C2C2=C(C=O)C=CC=C2 (2-(4H-cyclopenta[b]thiophen-6-yl)benzaldehyde). Reaction SMILES: Br[C:2]1[CH:7]=[CH:6][CH:5]=[CH:4][C:3]=1[CH:8]1[O:12]CCO1.C([Li])(C)(C)C.[Li]C1C=CC=CC=1C1OCCO1.[S:30]1[CH:34]=[CH:33][C:32]2[CH2:35][CH2:36][C:37](=O)[C:31]1=2>>[S:30]1[CH:34]=[CH:33][C:32]2[CH2:35][CH:36]=[C:37]([C:2]3[CH:7]=[CH:6][CH:5]=[CH:4][C:3]=3[CH:8]=[O:12])[C:31]1=2. Procedure: This scheme can be summarized as follows: 2-(2-bromophenyl)-1,3-dioxolane (A) is treated with 2 equivalents of tert-butyl lithium to effect halogen-methyl exchange. The 2-(2-lithiophenyl)-1,3-dioxolane (B) is then reacted in situ with 4,5-dihydro-6H-cyclopenta[b]thiophen-6-one. After aqueous acid workup, 2-(4H-cyclopenta[b]thiophen-6-yl)benzaldehyde (C) is isolated by flash chromatography. This is treated with a Grignard reagent (R4MgBr) to provide the 6-[2-(1-hydroxyalkyl)phenyl]-4H-cyclopenta[...